This data is from the Open Reaction Database (ORD), a public repository of structured organic reaction records. The task is: describe an organic reaction: reactants, conditions, products, and yield The reactants are S1C(=CC=C1)CC(=O)N1C[C@H](CCC1)C(=O)OCC ((S)-ethyl 1-(2-thiopheneacetyl)-3-piperidinecarboxylate), C(C)O (ethanol), [BH4-].[Na+] (Sodium borohydride). Solvent: ClCCl (dichloromethane). Yields the product C(C)[C@@H]1N(CCCC1CO)C(CC=1SC=CC1)=O ((S)-ethyl 1-(2-thiopheneacetyl)-3-hydroxymethylpiperidine). As a reaction SMILES: [S:1]1[CH:5]=[CH:4][CH:3]=[C:2]1[CH2:6][C:7]([N:9]1[CH2:14][CH2:13][CH2:12][C@H:11]([C:15]([O:17]CC)=O)[CH2:10]1)=[O:8].[BH4-].[Na+].[CH2:22](O)[CH3:23]>ClCCl>[CH2:22]([C@H:10]1[CH:11]([CH2:15][OH:17])[CH2:12][CH2:13][CH2:14][N:9]1[C:7](=[O:8])[CH2:6][C:2]1[S:1][CH:5]=[CH:4][CH:3]=1)[CH3:23] |f:1.2|. Procedure: (S)-ethyl 1-(2-thiopheneacetyl)-3-piperidinecarboxylate (1.053 g; 3.75 mmol) was dissolved in absolute ethanol (40 ml). Sodium borohydride (2 g; 52.9 mmol) was added and this mixture was heated to reflux. The mixture was allowed to reflux for 1 hour and was then cooled to ambient temperature, diluted with dichloromethane and carefully quenched and washed with 1 N HCl. The dichloromethane was separated, washed with saturated sodium chloride solution, dried with anhydrous potassium carbonate, and ...